This data is from the Open Reaction Database (ORD), a public repository of structured organic reaction records. The task is: describe an organic reaction: reactants, conditions, products, and yield The reactants are [Al+3], C1CCOC1, [H-], [H-], [H-], [H-], [Li+], Cc1c(N)cccc1-c1cn2ccnc2c(Nc2ccc(C(=O)N3CCOCC3)cc2)n1. The product is Cc1c(N)cccc1-c1cn2ccnc2c(Nc2ccc(CN3CCOCC3)cc2)n1. RXN SMILES: [Al+3:34].[CH2:39]1[O:40][CH2:41][CH2:42][CH2:43]1.[H-:33].[H-:36].[H-:37].[H-:38].[Li+:35].[NH2:1][c:2]1[c:3]([CH3:32])[c:4](-[c:8]2[n:9][c:10]([NH:17][c:18]3[cH:19][cH:20][c:21]([C:24](=[O:25])[N:26]4[CH2:27][CH2:28][O:29][CH2:30][CH2:31]4)[cH:22][cH:23]3)[c:11]3[n:12]([cH:13]2)[cH:14][cH:15][n:16]3)[cH:5][cH:6][cH:7]1>>[NH2:1][c:2]1[c:3]([CH3:32])[c:4](-[c:8]2[n:9][c:10]([NH:17][c:18]3[cH:19][cH:20][c:21]([CH2:24][N:26]4[CH2:27][CH2:28][O:29][CH2:30][CH2:31]4)[cH:22][cH:23]3)[c:11]3[n:12]([cH:13]2)[cH:14][cH:15][n:16]3)[cH:5][cH:6][cH:7]1.